Dataset: the Open Reaction Database (ORD), a public repository of structured organic reaction records. Task: describe an organic reaction: reactants, conditions, products, and yield Starting materials: O=C([O-])O, CCCCO, COc1ccc(N(CCCl)CCCl)cc1, CCn1c(=O)ccn(-c2ccc(N)cc2)c1=O, [Na+], O. The product is CCn1c(=O)ccn(-c2ccc(N3CCN(c4ccc(OC)cc4)CC3)cc2)c1=O. As a reaction SMILES: [C:33](=[O:34])([O-:35])[OH:36].[CH2:38]([OH:39])[CH2:40][CH2:41][CH3:42].[Cl:1][CH2:2][CH2:3][N:4]([c:5]1[cH:6][cH:7][c:8]([O:11][CH3:12])[cH:9][cH:10]1)[CH2:13][CH2:14][Cl:15].[NH2:16][c:17]1[cH:18][cH:19][c:20](-[n:23]2[c:24](=[O:32])[n:25]([CH2:30][CH3:31])[c:26](=[O:29])[cH:27][cH:28]2)[cH:21][cH:22]1.[Na+:37].[OH2:43]>>[CH2:2]1[CH2:3][N:4]([c:5]2[cH:6][cH:7][c:8]([O:11][CH3:12])[cH:9][cH:10]2)[CH2:13][CH2:14][N:16]1[c:17]1[cH:18][cH:19][c:20](-[n:23]2[c:24](=[O:32])[n:25]([CH2:30][CH3:31])[c:26](=[O:29])[cH:27][cH:28]2)[cH:21][cH:22]1. Product: O=C1CCCC(COCc2cc(C(F)(F)F)cc(C(F)(F)F)c2)(c2ccccc2)C1. Reactants: O=C([O-])O, FC(F)(F)c1cc(COCC2(c3ccccc3)CCCC3(C2)OCCO3)cc(C(F)(F)F)c1, CC(C)=O, ClCCl, Cl, [Na+]. Reaction SMILES: [C:35](=[O:36])([OH:37])[O-:38].[CH2:1]1[O:2][C:3]2([CH2:4][C:5]([c:9]3[cH:10][cH:11][cH:12][cH:13][cH:14]3)([CH2:15][O:16][CH2:17][c:18]3[cH:19][c:20]([C:28]([F:29])([F:30])[F:31])[cH:21][c:22]([C:24]([F:25])([F:26])[F:27])[cH:23]3)[CH2:6][CH2:7][CH2:8]2)[O:33][CH2:32]1.[CH3:43][C:44](=[O:45])[CH3:46].[Cl:40][CH2:41][Cl:42].[ClH:34].[Na+:39]>>[O:2]=[C:3]1[CH2:4][C:5]([c:9]2[cH:10][cH:11][cH:12][cH:13][cH:14]2)([CH2:15][O:16][CH2:17][c:18]2[cH:19][c:20]([C:28]([F:29])([F:30])[F:31])[cH:21][c:22]([C:24]([F:25])([F:26])[F:27])[cH:23]2)[CH2:6][CH2:7][CH2:8]1. Starting materials: ClC1=C(CN2C(=C(C3=CC=C(C=C23)C(=O)O)C(C(C)C)=O)CCC)C=CC=C1 (1-(2-chlorobenzyl)-3-isobutyryl-2-propylindole-6-carboxylic acid), ON1N=NC2=C1C=CC=C2 (1-hydroxybenzotriazole), Cl.CN(CCCN=C=NCC)C (1-(3-dimethylaminopropyl)-3-ethylcarbodiimide hydrochloride), N (ammonia). Solvent: CN(C=O)C (dimethylformamide). Run at temperature 20 celsius. Product: ClC1=C(CN2C(=C(C3=CC=C(C=C23)C(=O)N)C(C(C)C)=O)CCC)C=CC=C1 (1-(2-chlorobenzyl)-3-isobutyryl-2-propylindole-6-carboxamide). Isolated yield 82.2%. As a reaction SMILES: [Cl:1][C:2]1[CH:28]=[CH:27][CH:26]=[CH:25][C:3]=1[CH2:4][N:5]1[C:13]2[C:8](=[CH:9][CH:10]=[C:11]([C:14](O)=[O:15])[CH:12]=2)[C:7]([C:17](=[O:21])[CH:18]([CH3:20])[CH3:19])=[C:6]1[CH2:22][CH2:23][CH3:24].O[N:30]1C2C=CC=CC=2N=N1.Cl.CN(C)CCCN=C=NCC.N>CN(C)C=O>[Cl:1][C:2]1[CH:28]=[CH:27][CH:26]=[CH:25][C:3]=1[CH2:4][N:5]1[C:13]2[C:8](=[CH:9][CH:10]=[C:11]([C:14]([NH2:30])=[O:15])[CH:12]=2)[C:7]([C:17](=[O:21])[CH:18]([CH3:20])[CH3:19])=[C:6]1[CH2:22][CH2:23][CH3:24] |f:2.3|. Procedure details: To a solution of 1-(2-chlorobenzyl)-3-isobutyryl-2-propylindole-6-carboxylic acid (150 mg) in dimethylformamide (3 ml) were added 1-hydroxybenzotriazole (102 mg), 1-(3-dimethylaminopropyl)-3-ethylcarbodiimide hydrochloride (109 mg). After stirred at 20° C. over night, the resulting mixture was poured into 28% aqueous ammonia (5 ml). The mixture was partitioned between ethyl acetate and water, and the organic phase was washed with 1N hydrochloric acid and brine, dried over sodium sulfate and evap...